From a dataset of the Open Reaction Database (ORD), a public repository of structured organic reaction records. describe an organic reaction: reactants, conditions, products, and yield Reactants: CC(C)(C)[Si](C)(C)Cl, CN(C)C=O, [Cl-], Oc1cc(Cl)cc(Cl)c1, [NH4+], c1c[nH]cn1. Reaction SMILES: [C:10]([CH3:11])([CH3:12])([CH3:13])[Si:14]([CH3:15])([CH3:16])[Cl:17].[CH3:25][N:26]([CH3:27])[CH:28]=[O:29].[Cl-:23].[Cl:1][c:2]1[cH:3][c:4]([OH:9])[cH:5][c:6]([Cl:8])[cH:7]1.[NH4+:24].[nH:18]1[cH:19][cH:20][n:21][cH:22]1>>[Cl:1][c:2]1[cH:3][c:4]([O:9][Si:14]([C:10]([CH3:11])([CH3:12])[CH3:13])([CH3:15])[CH3:16])[cH:5][c:6]([Cl:8])[cH:7]1. Product: CC(C)(C)[Si](C)(C)Oc1cc(Cl)cc(Cl)c1.